Dataset: the Open Reaction Database (ORD), a public repository of structured organic reaction records. Task: describe an organic reaction: reactants, conditions, products, and yield Reactants: C1(O)=CC=C(O)C=C1 (hydroquinone), C(=O)([O-])[O-].[K+].[K+] (K2CO3), FC1=C(C=C(C=C1)C)[N+](=O)[O-] (1-fluoro-4-methyl-2-nitrobenzene). Run in CCOC(=O)C (EtOAc), CN(C)C=O (DMF). Conditions: time 24 hour. Product: CC1=CC(=C(OC2=CC=C(C=C2)O)C=C1)[N+](=O)[O-] (4-(4-methyl-2-nitrophenoxy)phenol). RXN SMILES: [C:1]1([CH:8]=[CH:7][C:5]([OH:6])=[CH:4][CH:3]=1)[OH:2].C([O-])([O-])=O.[K+].[K+].F[C:16]1[CH:21]=[CH:20][C:19]([CH3:22])=[CH:18][C:17]=1[N+:23]([O-:25])=[O:24]>CN(C=O)C.CCOC(C)=O>[CH3:22][C:19]1[CH:20]=[CH:21][C:16]([O:2][C:1]2[CH:8]=[CH:7][C:5]([OH:6])=[CH:4][CH:3]=2)=[C:17]([N+:23]([O-:25])=[O:24])[CH:18]=1 |f:1.2.3|. Reported procedure: A solution of hydroquinone (3.2 g, 29.0 mmol) and K2CO3 (8.0 g, 54.0 mmol) in 40 mL of DMF was heated at 100° C. with 1-fluoro-4-methyl-2-nitrobenzene (3.0 g, 19.3 mmol) with stirring for 24 hours. Cooled to room temperature and diluted with EtOAc. Washed with water and dried the organic layer over MgSO4. Filtered and concentrated under vacuum giving the title compound, which was purified by silica gel column chromatography eluting with 5% EtOAc/hexane giving an orange oil (1.89 g, 40%).